From a dataset of the Open Reaction Database (ORD), a public repository of structured organic reaction records. describe an organic reaction: reactants, conditions, products, and yield Starting materials: C(C)OC(=O)N1CCN(CC1)C(C1=CC(=CC(=C1)O)OC1=CC=C(C=C1)C#N)=O (4-[3-(4-cyano phenoxy)-5-hydroxy benzoyl]-piperazine-1-carboxylic acid ethyl ester), BrC1=CC=C(C=C1)CBr (1-bromo-4-bromomethyl-benzene). The product is C(C)OC(=O)N1CCN(CC1)C(C1=CC(=CC(=C1)OC1=CC=C(C=C1)C#N)OCC1=CC=C(C=C1)Br)=O (4-[3-(4-Bromo benzyloxy)-5-(4-cyano phenoxy)benzoyl]piperazine-1-carboxylic Acid Ethyl Ester). Isolated yield 79.7%. Reaction SMILES: [CH2:1]([O:3][C:4]([N:6]1[CH2:11][CH2:10][N:9]([C:12](=[O:29])[C:13]2[CH:18]=[C:17]([OH:19])[CH:16]=[C:15]([O:20][C:21]3[CH:26]=[CH:25][C:24]([C:27]#[N:28])=[CH:23][CH:22]=3)[CH:14]=2)[CH2:8][CH2:7]1)=[O:5])[CH3:2].[Br:30][C:31]1[CH:36]=[CH:35][C:34]([CH2:37]Br)=[CH:33][CH:32]=1>>[CH2:1]([O:3][C:4]([N:6]1[CH2:11][CH2:10][N:9]([C:12](=[O:29])[C:13]2[CH:14]=[C:15]([O:20][C:21]3[CH:26]=[CH:25][C:24]([C:27]#[N:28])=[CH:23][CH:22]=3)[CH:16]=[C:17]([O:19][CH2:37][C:34]3[CH:35]=[CH:36][C:31]([Br:30])=[CH:32][CH:33]=3)[CH:18]=2)[CH2:8][CH2:7]1)=[O:5])[CH3:2]. Procedure: Using 0.75 g (1.89 mmol) of 4-[3-(4-cyano phenoxy)-5-hydroxy benzoyl]-piperazine-1-carboxylic acid ethyl ester and 1-bromo-4-bromomethyl-benzene (0.472 g, 1.89 mmol) and following the procedure of Example 42(b) afforded 0.85 g of the required product. Percentage purity (LCMS): 75.2%, (M+1)=563.1+1.